From a dataset of the Open Reaction Database (ORD), a public repository of structured organic reaction records. describe an organic reaction: reactants, conditions, products, and yield Reactants: O=C([O-])[O-], ClCCl, O=C(Cl)Cl, [K+], [K+], Clc1ccccc1OC1CN(C(c2ccccc2)c2ccccc2)C1. Yields the product O=C(Cl)N1CC(Oc2ccccc2Cl)C1. As a reaction SMILES: [C:5](=[O:6])([O-:7])[O-:8].[CH2:36]([Cl:37])[Cl:38].[Cl:1][C:2]([Cl:3])=[O:4].[K+:10].[K+:9].[c:11]1([CH:12]([c:13]2[cH:14][cH:15][cH:16][cH:17][cH:30]2)[N:18]2[CH2:19][CH:20]([O:22][c:23]3[c:24]([Cl:29])[cH:25][cH:26][cH:27][cH:28]3)[CH2:21]2)[cH:31][cH:32][cH:33][cH:34][cH:35]1>>[Cl:1][C:2](=[O:4])[N:18]1[CH2:19][CH:20]([O:22][c:23]2[c:24]([Cl:29])[cH:25][cH:26][cH:27][cH:28]2)[CH2:21]1. Reactants: c1ccc(CN2CCNCC2)cc1, CCOC(C)=O, CCO, O=[N+]([O-])c1ccc(F)cc1, [K+], [K+], O=C([O-])[O-], O. Yields the product O=[N+]([O-])c1ccc(N2CCN(Cc3ccccc3)CC2)cc1. Reaction SMILES: [CH2:1]([c:2]1[cH:3][cH:4][cH:5][cH:6][cH:7]1)[N:8]1[CH2:9][CH2:10][NH:11][CH2:12][CH2:13]1.[CH3:30][CH2:31][O:32][C:33](=[O:34])[CH3:35].[CH3:36][CH2:37][OH:38].[F:14][c:15]1[cH:16][cH:17][c:18]([N+:21](=[O:22])[O-:23])[cH:19][cH:20]1.[K+:24].[K+:25].[O-:26][C:27]([O-:28])=[O:29].[OH2:39]>>[CH2:1]([c:2]1[cH:3][cH:4][cH:5][cH:6][cH:7]1)[N:8]1[CH2:9][CH2:10][N:11]([c:15]2[cH:16][cH:17][c:18]([N+:21](=[O:22])[O-:23])[cH:19][cH:20]2)[CH2:12][CH2:13]1. RXN SMILES: [C:65]([OH:66])(=[O:67])[CH3:68].[CH2:60]1[O:61][CH2:62][CH2:63][CH2:64]1.[CH3:1][O:2][c:3]1[cH:4][cH:5][c:6]([CH2:7][n:8]2[n:9][cH:10][c:11]3[c:12]2[n:13][cH:14][n:15][c:16]3-[c:17]2[c:18]([F:23])[n:19][cH:20][cH:21][cH:22]2)[cH:24][cH:25]1.[CH3:47][Si:48]([N-:49][Si:50]([CH3:51])([CH3:52])[CH3:53])([CH3:54])[CH3:55].[CH3:58][OH:59].[CH3:69][OH:70].[Li+:56].[NH2:26][c:27]1[c:28]([CH3:46])[cH:29][cH:30][c:31]2[c:32]([NH:37][c:38]3[cH:39][cH:40][c:41]([C:42]#[N:43])[cH:44][cH:45]3)[n:33][cH:34][n:35][c:36]12.[NH3:57]>>[CH3:1][O:2][c:3]1[cH:4][cH:5][c:6]([CH2:7][n:8]2[n:9][cH:10][c:11]3[c:12]2[n:13][cH:14][n:15][c:16]3-[c:17]2[c:18]([NH:26][c:27]3[c:28]([CH3:46])[cH:29][cH:30][c:31]4[c:32]([NH:37][c:38]5[cH:39][cH:40][c:41]([C:42]#[N:43])[cH:44][cH:45]5)[n:33][cH:34][n:35][c:36]34)[n:19][cH:20][cH:21][cH:22]2)[cH:24][cH:25]1. The reactants are CC(=O)O, C1CCOC1, COc1ccc(Cn2ncc3c(-c4cccnc4F)ncnc32)cc1, C[Si](C)(C)[N-][Si](C)(C)C, CO, CO, [Li+], Cc1ccc2c(Nc3ccc(C#N)cc3)ncnc2c1N, N. The product is COc1ccc(Cn2ncc3c(-c4cccnc4Nc4c(C)ccc5c(Nc6ccc(C#N)cc6)ncnc45)ncnc32)cc1.